Dataset: the Open Reaction Database (ORD), a public repository of structured organic reaction records. Task: describe an organic reaction: reactants, conditions, products, and yield The reactants are COC([C@H]1N(CCC1)NC(C1=CC=C(C=C1)OCC1=CC=CC=C1)=O)=O (N-(4-benzyloxybenzamido)-L-proline methyl ester). The reagents and catalysts are [Pd] (Pd/C). Run in C(C)O (ethanol). Conditions: time 5 hour. Product: COC([C@H]1N(CCC1)NC(C1=CC=C(C=C1)O)=O)=O (N-(4-hydroxybenzamido)-L-proline methyl ester). Reaction SMILES: [CH3:1][O:2][C:3](=[O:26])[C@@H:4]1[CH2:8][CH2:7][CH2:6][N:5]1[NH:9][C:10](=[O:25])[C:11]1[CH:16]=[CH:15][C:14]([O:17]CC2C=CC=CC=2)=[CH:13][CH:12]=1>C(O)C.[Pd]>[CH3:1][O:2][C:3](=[O:26])[C@@H:4]1[CH2:8][CH2:7][CH2:6][N:5]1[NH:9][C:10](=[O:25])[C:11]1[CH:12]=[CH:13][C:14]([OH:17])=[CH:15][CH:16]=1. Procedure details: The above amide (10.0 g, 29.4 mmol) dissolved in 75 mL of absolute ethanol. To this solution was added 3 g of 10% Pd/C. The mixture was hydrogenated at 1 arm for 5 hours The catalyst was then removed by passing the reaction through a pad of celite. Concentration of the filtrate provided crude N-(4-hydroxybenzamido)-L-proline methyl ester that was purified by chromatography (SiO2, 30% ethyl acetate/hexanes) to provide 6.3 g (86%) as a white solid. MS. The reactants are N1C=CC=C1.[K] (potassium pyrrole), C1=CC=CC=C1 (benzene), C(C)C(C(=O)[O-])(C)Cl (ethylchloropropionate), C1=CC=CC=C1 (benzene), O (water). Run at temperature 80 celsius. The product is C(C)CCOC(=O)N1C=CC=C1 (N-(Ethylcarboethoxy)pyrrole). Reaction SMILES: [NH:1]1[CH:5]=[CH:4][CH:3]=[CH:2]1.[K].C(C(Cl)(C)[C:10]([O-:12])=[O:11])C.O.[CH:16]1C=C[CH:19]=[CH:18][CH:17]=1>>[CH2:17]([CH2:18][CH2:19][O:12][C:10]([N:1]1[CH:5]=[CH:4][CH:3]=[CH:2]1)=[O:11])[CH3:16] |f:0.1,^1:5|. Reported procedure: After adding 30 ml of benzene to the potassium pyrrole, a solution of 30.0 g (0.22 mole) of ethylchloropropionate in 30 ml benzene is slowly added to the paste over a period of 1 hour with constant stirring. The reaction mixture is heated to 80°C for 30 minutes. Then 100 ml of water is added and the mixture is extracted with diethyl ether. The ether extract is dried over anhydrous magnesium sulfate and the dried extract is evaporated to yield residue which is distilled under vacuum. The pyrrole ...